From a dataset of the Open Reaction Database (ORD), a public repository of structured organic reaction records. describe an organic reaction: reactants, conditions, products, and yield The reactants are ClC(C)Cl (dichloroethane), FC1=CC=C(C(=O)Cl)C=C1 (4-fluorobenzoyl chloride), O1OOCCC1 (trioxane). The reagents and catalysts are [Cl-].[Cl-].[Cl-].[Cl-].[Zr+4] (zirconium tetrachloride). Solvent: O (Water). Reaction conditions: time 20 minute. The product is FC1=CC=C(C(=O)OCCl)C=C1 (chloromethyl 4-fluorobenzoate). Reaction SMILES: Cl[CH:2]([Cl:4])C.[F:5][C:6]1[CH:14]=[CH:13][C:9]([C:10](Cl)=[O:11])=[CH:8][CH:7]=1.[O:15]1CCCOO1>[Cl-].[Cl-].[Cl-].[Cl-].[Zr+4].O>[F:5][C:6]1[CH:14]=[CH:13][C:9]([C:10]([O:15][CH2:2][Cl:4])=[O:11])=[CH:8][CH:7]=1 |f:3.4.5.6.7|. Procedure details: To 10 ml of dichloroethane were added 1.32 g of zirconium tetrachloride and 1 g of 4-fluorobenzoyl chloride, and the mixture was stirred at room temperature for 20 minutes. The mixture was cooled to 0° C., 0.21 g of trioxane was added, and the mixture was stirred for 1 hour, and further stirred at room temperature for 1 hour. Water was added slowly at 0° C., the resultant solution was extracted with chloroform three times, and the organic layers were combined, washed with an aqueous saturated so...